This data is from the Open Reaction Database (ORD), a public repository of structured organic reaction records. The task is: describe an organic reaction: reactants, conditions, products, and yield Starting materials: 1m, [H-].[Na+] (sodium hydride), CI (methyl iodide), FC1=CC=C(C=C1)C1=C(C(=NN1C)NC(CC1=CC=CC=C1)=O)C1=CC=NC=C1 (5-(4-fluorophenyl)-1-methyl-3-phenylacetylamino-4-(4-pyridyl)pyrazole). Run in CN(C=O)C (dimethylformamide), CN(C=O)C (dimethylformamide), CN(C=O)C (dimethylformamide). Conditions: time 30 minute. Product: FC1=CC=C(C=C1)C1=C(C(=NN1C)N(C(CC1=CC=CC=C1)=O)C)C1=CC=NC=C1 (5-(4-fluorophenyl)-1-methyl-3-(N-methyl-N-phenylacetylamino)-4-(4-pyridyl)pyrazole). The yield is 80.0%. RXN SMILES: [H-].[Na+].[F:3][C:4]1[CH:9]=[CH:8][C:7]([C:10]2[N:14]([CH3:15])[N:13]=[C:12]([NH:16][C:17](=[O:25])[CH2:18][C:19]3[CH:24]=[CH:23][CH:22]=[CH:21][CH:20]=3)[C:11]=2[C:26]2[CH:31]=[CH:30][N:29]=[CH:28][CH:27]=2)=[CH:6][CH:5]=1.[CH3:32]I>CN(C)C=O>[F:3][C:4]1[CH:9]=[CH:8][C:7]([C:10]2[N:14]([CH3:15])[N:13]=[C:12]([N:16]([CH3:32])[C:17](=[O:25])[CH2:18][C:19]3[CH:24]=[CH:23][CH:22]=[CH:21][CH:20]=3)[C:11]=2[C:26]2[CH:27]=[CH:28][N:29]=[CH:30][CH:31]=2)=[CH:6][CH:5]=1 |f:0.1|. Reported procedure: While 2 1m of a dimethylformamide suspension containing 20 mg of 60% sodium hydride was being cooled with ice, 3 ml of a dimethylformamide solution containing 180 mg of 5-(4-fluorophenyl)-1-methyl-3-phenylacetylamino-4-(4-pyridyl)pyrazole was added dropwise thereto, followed by stirring at room temperature for 30 minutes. Then, 2 ml of a dimethylformamide solution containing 80 mg of methyl iodide was added dropwise thereto, followed by stirring at room temperature for 2 hours. After the dimethy... Starting materials: CCO, NN, O, CCOC(=O)c1cncc(-c2nc(NCc3ccccn3)c3c(-c4ccccc4)cccc3n2)c1. Yields the product NNC(=O)c1cncc(-c2nc(NCc3ccccn3)c3c(-c4ccccc4)cccc3n2)c1. As a reaction SMILES: [CH3:39][CH2:40][OH:41].[NH2:37][NH2:38].[OH2:36].[c:1]1(-[c:7]2[c:8]3[c:9]([NH:28][CH2:29][c:30]4[n:31][cH:32][cH:33][cH:34][cH:35]4)[n:10][c:11](-[c:17]4[cH:18][n:19][cH:20][c:21]([C:22]([O:24][CH2:23][CH3:25])=[O:26])[cH:27]4)[n:12][c:13]3[cH:14][cH:15][cH:16]2)[cH:2][cH:3][cH:4][cH:5][cH:6]1>>[c:1]1(-[c:7]2[c:8]3[c:9]([NH:28][CH2:29][c:30]4[n:31][cH:32][cH:33][cH:34][cH:35]4)[n:10][c:11](-[c:17]4[cH:18][n:19][cH:20][c:21]([C:22](=[O:24])[NH:37][NH2:38])[cH:27]4)[n:12][c:13]3[cH:14][cH:15][cH:16]2)[cH:2][cH:3][cH:4][cH:5][cH:6]1.